Dataset: the Open Reaction Database (ORD), a public repository of structured organic reaction records. Task: describe an organic reaction: reactants, conditions, products, and yield Reactants: Compound M77, NC1=C(C=C(C=C1)CC1=CC=CC=C1)N (1,2diamino-4-benzylbenzene), C(C)(C)(C)OC(=O)NCC(=O)N[C@@H]1C[C@H](N(C1)C(=O)OC(C)(C)C)C(=O)O (trans-4-(N-tert-butoxycarbonylglycyl)amino-N-tert-butoxycarbonyl-L-proline), C(C1=CC=CC=C1)OC(=O)NCC(=O)O (N-(Benzyloxycarbonyl)glycine), NC1=C(C=CC=C1)O (2-aminophenol), C(C)(C)(C)OC(=O)NC[C@@H]1C[C@@H](N(C1)C(=O)OC(C)(C)C)C(=O)O (cis-4-(N-tert-butoxycarbonylaminomethyl)-N-tert-butoxycarbonyl-D-proline). The product is NC[C@@H]1C[C@@H](NC1)C(=O)NCC=1NC2=C(N1)C=CC(=C2)CC2=CC=CC=C2 ((2R,4S)-4-(Aminomethyl)-N-[(5-benzyl-2-benzimidazolyl)methyl]-2-pyrrolidinecarboxamide). RXN SMILES: C(OC([NH:11][CH2:12][C:13](O)=O)=O)C1C=CC=CC=1.NC1C=CC=CC=1O.[NH2:24][C:25]1[CH:30]=[CH:29][C:28]([CH2:31][C:32]2[CH:37]=[CH:36][CH:35]=[CH:34][CH:33]=2)=[CH:27][C:26]=1[NH2:38].C(OC(NCC(N[C@H]1CN(C(OC(C)(C)C)=O)[C@H](C(O)=O)C1)=O)=O)(C)(C)C.C(OC([NH:73][CH2:74][C@H:75]1[CH2:79][N:78](C(OC(C)(C)C)=O)[C@@H:77]([C:87]([OH:89])=O)[CH2:76]1)=O)(C)(C)C>>[NH2:73][CH2:74][C@H:75]1[CH2:79][NH:78][C@@H:77]([C:87]([NH:11][CH2:12][C:13]2[NH:38][C:26]3[CH:27]=[C:28]([CH2:31][C:32]4[CH:37]=[CH:36][CH:35]=[CH:34][CH:33]=4)[CH:29]=[CH:30][C:25]=3[N:24]=2)=[O:89])[CH2:76]1. Procedure: This compound was prepared as in Compound M77, replacing N-(Benzyloxycarbonyl)-D-homophenylalanine with N-(Benzyloxycarbonyl)glycine, 2-aminophenol with 1,2diamino-4-benzylbenzene and trans-4-(N-tert-butoxycarbonylglycyl)amino-N-tert-butoxycarbonyl-L-proline with cis-4-(N-tert-butoxycarbonylaminomethyl)-N-tert-butoxycarbonyl-D-proline. Starting materials: CCOC(=O)c1c(C)nc2cccc(OCC(N)C(C)C)c2c1N, O=C(O)c1cccc(O)c1. Yields the product CCOC(=O)c1c(C)nc2cccc(OCC(NC(=O)c3cccc(O)c3)C(C)C)c2c1N. RXN SMILES: [NH2:1][c:2]1[c:3]([C:20](=[O:21])[O:22][CH2:23][CH3:24])[c:4]([CH3:19])[n:5][c:6]2[cH:7][cH:8][cH:9][c:10]([O:12][CH2:13][CH:14]([CH:15]([CH3:16])[CH3:17])[NH2:18])[c:11]12.[OH:25][C:26](=[O:27])[c:28]1[cH:29][cH:30][cH:31][c:32]([OH:33])[cH:34]1>>[NH2:1][c:2]1[c:3]([C:20](=[O:21])[O:22][CH2:23][CH3:24])[c:4]([CH3:19])[n:5][c:6]2[cH:7][cH:8][cH:9][c:10]([O:12][CH2:13][CH:14]([CH:15]([CH3:16])[CH3:17])[NH:18][C:26](=[O:25])[c:28]3[cH:29][cH:30][cH:31][c:32]([OH:33])[cH:34]3)[c:11]12. The reactants are O=C(O)c1ccc(Br)cc1F, COc1ccc(B(O)O)cn1, CS(C)=O, Cl, [Na+], [Na+], O=C([O-])[O-]. The product is COc1ccc(-c2ccc(C(=O)O)c(F)c2)cn1. Reaction SMILES: [Br:1][c:2]1[cH:3][c:4]([F:11])[c:5]([C:6](=[O:7])[OH:8])[cH:9][cH:10]1.[CH3:13][O:14][c:15]1[cH:16][cH:17][c:18]([B:21]([OH:22])[OH:23])[cH:19][n:20]1.[CH3:30][S:31]([CH3:32])=[O:33].[ClH:12].[Na+:24].[Na+:25].[O-:26][C:27](=[O:28])[O-:29]>>[c:2]1(-[c:18]2[cH:17][cH:16][c:15]([O:14][CH3:13])[n:20][cH:19]2)[cH:3][c:4]([F:11])[c:5]([C:6](=[O:7])[OH:8])[cH:9][cH:10]1. Starting materials: C(CCC)OC(=O)C1=C(C2=C(C(=N1)Br)C=C(S2)SC2=CC=CC=C2)O (4-bromo-7-hydroxy-2-phenylsulfanyl-thieno[3,2-c]pyridine-6-carboxylic acid n-butyl ester), C(CCC)OC(=O)C=1C(=C2C(=C(N1)Br)SC(=C2)SC2=CC=CC=C2)O (7-bromo-4-hydroxy-2-phenylsulfanyl-thieno[2,3-c]pyridine-5-carboxylic acid n-butyl ester). Yields the product OC=1C2=C(C=NC1C(=O)NCC(=O)O)C=C(S2)SC2=CC=CC=C2 ([(7-Hydroxy-2-phenylsulfanyl-thieno[3,2-c]pyridine-6-carbonyl)-amino]-acetic acid). RXN SMILES: C(O[C:6]([C:8]1[N:13]=[C:12](Br)[C:11]2[CH:15]=[C:16]([S:18][C:19]3[CH:24]=[CH:23][CH:22]=[CH:21][CH:20]=3)[S:17][C:10]=2[C:9]=1[OH:25])=[O:7])CCC.C([O:30][C:31]([C:33]1C(O)=C2C=C(SC3C=CC=CC=3)SC2=C(Br)[N:38]=1)=[O:32])CCC>>[OH:25][C:9]1[C:10]2[S:17][C:16]([S:18][C:19]3[CH:20]=[CH:21][CH:22]=[CH:23][CH:24]=3)=[CH:15][C:11]=2[CH:12]=[N:13][C:8]=1[C:6]([NH:38][CH2:33][C:31]([OH:32])=[O:30])=[O:7]. Procedure: The title compound was prepared from a mixture of 4-bromo-7-hydroxy-2-phenylsulfanyl-thieno[3,2-c]pyridine-6-carboxylic acid n-butyl ester and 7-bromo-4-hydroxy-2-phenylsulfanyl-thieno[2,3-c]pyridine-5-carboxylic acid n-butyl ester, example 17.b, under conditions analogous to experimental example 1.g. The products were purified by column chromatography eluting from silica gel with a gradient of 20-60% ethyl acetate in hexanes. Product A, (Lower Rf product); MS: (+) m/z 360.01 (M+1); Product B, (... The reactants are [Cl-].[NH4+] (Ammonium chloride), ClC1=C(C(=O)OCC)C=C(C(=N1)C)C#N (ethyl 2-chloro-5-cyano-6-methylnicotinate). The reagents and catalysts are [Zn] (zinc). The solvent is O1CCOCC1.C1CCOC1.CN(C)C=O (dioxane THF DMF), CCOC(=O)C (EtOAc). Reaction conditions: time 3 hour. Yields the product C(#N)C=1C(=NC=C(C(=O)OCC)C1)C (ethyl 5-cyano-6-methylnicotinate). Yield: 27.5%. Reaction SMILES: [Cl-].[NH4+].Cl[C:4]1[N:14]=[C:13]([CH3:15])[C:12]([C:16]#[N:17])=[CH:11][C:5]=1[C:6]([O:8][CH2:9][CH3:10])=[O:7]>O1CCOCC1.C1COCC1.CN(C=O)C.CCOC(C)=O.[Zn]>[C:16]([C:12]1[C:13]([CH3:15])=[N:14][CH:4]=[C:5]([CH:11]=1)[C:6]([O:8][CH2:9][CH3:10])=[O:7])#[N:17] |f:0.1,3.4.5|. Reported procedure: Ammonium chloride (3.58 g, 66.7 mmol in 10 mL water) was added to a solution of ethyl 2-chloro-5-cyano-6-methylnicotinate (1.0 g, 4.4 mmol) in dioxane-THF-DMF (50 mL, 3:1:1), followed by zinc powder (2.3 g, 35.6 mmol) portionwise at room temperature. The reaction mixture was allowed to stir at room temperature for 3 h, diluted with EtOAc, and filtered through a pad of Celite. The clear filtrate of organic layer was washed with H2O and brine, dried over anhydrous Na2SO4, and concentrated under re... The reactants are C(C)(C)(C)S(=O)N=CC(=O)OCC (ethyl 2-((tert-butylsulfinyl)imino)acetate), IC1=C(C=CC=C1OC)OC (2-iodo-1,3-dimethoxybenzene), [Li]CCCC (n-BuLi), hexanes, [NH4+].[Cl-] (NH4Cl). The solvent is C1CCOC1 (THF), C1CCOC1 (THF), CCOCC (Et2O), O (water). Run at temperature -78 celsius, time 10 minute. Product: COC1=C(C(=CC=C1)OC)C(C(=O)OCC)NS(=O)C(C)(C)C (ethyl 2-(2,6-dimethoxyphenyl)-2-(1,1-dimethylethylsulfinamido)acetate). Reaction SMILES: I[C:2]1[C:7]([O:8][CH3:9])=[CH:6][CH:5]=[CH:4][C:3]=1[O:10][CH3:11].[Li]CCCC.[C:17]([S:21]([N:23]=[CH:24][C:25]([O:27][CH2:28][CH3:29])=[O:26])=[O:22])([CH3:20])([CH3:19])[CH3:18].[NH4+].[Cl-]>C1COCC1.CCOCC.O>[CH3:11][O:10][C:3]1[CH:4]=[CH:5][CH:6]=[C:7]([O:8][CH3:9])[C:2]=1[CH:24]([NH:23][S:21]([C:17]([CH3:18])([CH3:20])[CH3:19])=[O:22])[C:25]([O:27][CH2:28][CH3:29])=[O:26] |f:3.4|. Procedure details: A cooled (−78° C.) solution of 2-iodo-1,3-dimethoxybenzene (4.119 g; 15.13 mmol) in anh. THF (40 ml) was treated dropwise with a solution of 1.6 M n-BuLi in hexanes (10.40 ml; 16.64 mmol), and the resulting mixture was stirred at −78° C., under nitrogen, for 10 min. A solution of ethyl 2-((tert-butylsulfinyl)imino)acetate (3.106 g; 15.13 mmol) in anh. THF (20 ml) was added dropwise, and stirring at −78° C. was then continued for 25 min. The reaction mixture was treated with aq. sat. NH4Cl (30 ml... Reactants: [OH-].[K+] (Potassium hydroxide), C(C)OC(C(C=1SC(=CC1)OCCOC1CCCCCCC1)=O)=O (5-[[2-(cyclooctyloxy)ethyl]oxy]-alpha-oxo-2-thiopheneacetic acid ethyl ester). Run in CO (methanol). Reaction conditions: time 15 minute. Product: C1(CCCCCCC1)OCCOC1=CC=C(S1)C(C(=O)O)=O (5-[[2-(cyclooctyloxy)ethyl]oxy]-alpha-oxo-2-thiopheneacetic acid). The yield is 95.6%. As a reaction SMILES: [OH-].[K+].C([O:5][C:6](=[O:26])[C:7](=[O:25])[C:8]1[S:9][C:10]([O:13][CH2:14][CH2:15][O:16][CH:17]2[CH2:24][CH2:23][CH2:22][CH2:21][CH2:20][CH2:19][CH2:18]2)=[CH:11][CH:12]=1)C>CO>[CH:17]1([O:16][CH2:15][CH2:14][O:13][C:10]2[S:9][C:8]([C:7](=[O:25])[C:6]([OH:26])=[O:5])=[CH:12][CH:11]=2)[CH2:18][CH2:19][CH2:20][CH2:21][CH2:22][CH2:23][CH2:24]1 |f:0.1|. Procedure: 1N Potassium hydroxide solution (10 mL) was added dropwise with stirring to a chilled solution of 5-[[2-(cyclooctyloxy)ethyl]oxy]-alpha-oxo-2-thiopheneacetic acid ethyl ester (4.43 g) in methanol (50 mL). After the reaction was stirred at 0°-5° C. for 15 minutes, the product was isolated as described in Example 6 to furnish 3.9 g of 5-[[2-(cyclooctyloxy)ethyl]oxy]-alpha-oxo-2-thiopheneacetic acid as a yellow-orange oil. Crystallization of the product from wet benzene-hexane furnished 3.1 g of th... The reactants are CC(=O)Nc1ccccc1, CC(=O)OC(C)=O, Nc1ccc(F)cc1F, O=[N+]([O-])O, O=S(=O)(O)O. Reaction SMILES: [C:17]([NH:18][c:19]1[cH:20][cH:21][cH:22][cH:23][cH:24]1)(=[O:25])[CH3:26].[CH3:10][C:11]([O:12][C:13](=[O:14])[CH3:15])=[O:16].[F:1][c:2]1[c:3]([NH2:4])[cH:5][cH:6][c:7]([F:9])[cH:8]1.[OH:27][N+:28]([O-:29])=[O:30].[S:31](=[O:32])(=[O:33])([OH:34])[OH:35]>>[F:1][c:2]1[c:3]([NH2:4])[c:5]([N+:28](=[O:27])[O-:29])[cH:6][c:7]([F:9])[cH:8]1. Product: Nc1c(F)cc(F)cc1[N+](=O)[O-].